The task is: describe an organic reaction: reactants, conditions, products, and yield. This data is from the Open Reaction Database (ORD), a public repository of structured organic reaction records. Starting materials: COC(C(CC1=CC=C(C=2SC=CC21)O)OCC)=O ([rac]-2-ethoxy-3-(7-hydroxy-benzo[b]thiophen-4-yl)-propionic acid methyl ester), C1(=CC=CC=C1)P(C1=CC=CC=C1)C1=CC=CC=C1 (triphenylphosphine), ClC1=CC=C(C=C1)C=1OC(=C(N1)CCO)C (2-[2-(4-chloro-phenyl)-5-methyl-oxazol-4-yl]-ethanol), ClC1=CC=C(C=O)C=C1 (4-chloro-benzaldehyde), ClC1=CC=C(C=C1)C=1OC(=C(N1)CCO)C (2-[2-(4-chloro-phenyl)-5-methyl-oxazol-4-yl]-ethanol), N(=NC(=O)OCC)C(=O)OCC (DEAD). The product is COC(C(CC1=CC=C(C=2SC=CC21)OCCC=2N=C(OC2C)C2=CC=C(C=C2)Cl)OCC)=O ([rac]-3-(7-{2-[2-(4-chloro-phenyl)-5-methyl-oxazol-4-yl]-ethoxy}-benzo[b]thiophen-4-yl)-2-ethoxy-propionic acid methyl ester). RXN SMILES: [CH3:1][O:2][C:3](=[O:19])[CH:4]([O:16][CH2:17][CH3:18])[CH2:5][C:6]1[C:14]2[CH:13]=[CH:12][S:11][C:10]=2[C:9]([OH:15])=[CH:8][CH:7]=1.[Cl:20][C:21]1[CH:26]=[CH:25][C:24]([C:27]2[O:28][C:29]([CH3:35])=[C:30]([CH2:32][CH2:33]O)[N:31]=2)=[CH:23][CH:22]=1.ClC1C=CC(C=O)=CC=1.C1(P(C2C=CC=CC=2)C2C=CC=CC=2)C=CC=CC=1.N(C(OCC)=O)=NC(OCC)=O>>[CH3:1][O:2][C:3](=[O:19])[CH:4]([O:16][CH2:17][CH3:18])[CH2:5][C:6]1[C:14]2[CH:13]=[CH:12][S:11][C:10]=2[C:9]([O:15][CH2:33][CH2:32][C:30]2[N:31]=[C:27]([C:24]3[CH:25]=[CH:26][C:21]([Cl:20])=[CH:22][CH:23]=3)[O:28][C:29]=2[CH3:35])=[CH:8][CH:7]=1. Procedure details: In analogy to the procedure described in example 17 a], [rac]-2-ethoxy-3-(7-hydroxy-benzo[b]thiophen-4-yl)-propionic acid methyl ester (example 151 a]) was reacted with 2-[2-(4-chloro-phenyl)-5-methyl-oxazol-4-yl]-ethanol (prepared by conversion of the 4-chloro-benzaldehyde into 2-[2-(4-chloro-phenyl)-5-methyl-oxazol-4-yl]-ethanol in analogy to the sequence described in examples 21 a] to 21 e]) in the presence of triphenylphosphine and DEAD (diethyl azodicarboxylate) to yield [rac]-3-(7-{2-[2-(4... Starting materials: COC(=O)CCCCCNc1ncnc2oc(-c3c(F)cccc3OC)c(-c3ccc(OC)cc3)c12, ClCCl, Cl, [Na+], C1COCCO1, [OH-], O. Yields the product COc1ccc(-c2c(-c3c(F)cccc3OC)oc3ncnc(NCCCCCC(=O)O)c23)cc1. RXN SMILES: [CH3:1][O:2][C:3]([CH2:4][CH2:5][CH2:6][CH2:7][CH2:8][NH:9][c:10]1[c:11]2[c:12]([n:13][cH:14][n:15]1)[o:16][c:17](-[c:27]1[c:28]([F:35])[cH:29][cH:30][cH:31][c:32]1[O:33][CH3:34])[c:18]2-[c:19]1[cH:20][cH:21][c:22]([O:25][CH3:26])[cH:23][cH:24]1)=[O:36].[Cl:47][CH2:48][Cl:49].[ClH:39].[Na+:38].[O:41]1[CH2:42][CH2:43][O:44][CH2:45][CH2:46]1.[OH-:37].[OH2:40]>>[O:2]=[C:3]([CH2:4][CH2:5][CH2:6][CH2:7][CH2:8][NH:9][c:10]1[c:11]2[c:12]([n:13][cH:14][n:15]1)[o:16][c:17](-[c:27]1[c:28]([F:35])[cH:29][cH:30][cH:31][c:32]1[O:33][CH3:34])[c:18]2-[c:19]1[cH:20][cH:21][c:22]([O:25][CH3:26])[cH:23][cH:24]1)[OH:36].